Task: describe an organic reaction: reactants, conditions, products, and yield. Dataset: the Open Reaction Database (ORD), a public repository of structured organic reaction records Starting materials: C1(CCCC1)OC=1C=C(C=CC1OC)/C=C/C=O (3-(3-cyclopentoxy-4-methoxyphenyl)-E-propene-1-aldehyde), O1CCCC1 (tetrahydrofuran), oil, [H-].[Na+] (sodium hydride), CC(C)(C(=O)[O-])P(=O)(O)OC (trimethylphosphonoacetate), O1CCCC1 (tetrahydrofuran). Conditions: time 30 minute. Product: C1(CCCC1)OC=1C=C(C=CC1OC)/C=C/C=C/C(=O)OC (Methyl 5-(3-cyclopentoxy-4-methoxyphenyl)-2,4-E,E-pentadienoate). As a reaction SMILES: [H-].[Na+].C[C:4](P(OC)(O)=O)([C:6]([O-:8])=[O:7])[CH3:5].[CH:14]1([O:19][C:20]2[CH:21]=[C:22](/[CH:28]=[CH:29]/C=O)[CH:23]=[CH:24][C:25]=2[O:26][CH3:27])[CH2:18][CH2:17][CH2:16][CH2:15]1.O1CCC[CH2:33]1>>[CH:14]1([O:19][C:20]2[CH:21]=[C:22](/[CH:28]=[CH:29]/[CH:5]=[CH:4]/[C:6]([O:8][CH3:33])=[O:7])[CH:23]=[CH:24][C:25]=2[O:26][CH3:27])[CH2:15][CH2:16][CH2:17][CH2:18]1 |f:0.1|. Reported procedure: To a stirred suspension of 0.26 g (5.41 mmol) of a 50% oil suspension of sodium hydride (previously washed with three, 10 mL portions of hexane) in 200 mL of dry tetrahydrofuran under a nitrogen atmosphere was added dropwise at room temperature 0.8 mL (4.94 mmol) of trimethylphosphonoacetate in 100 mL of dry tetrahydrofuran over a 20 minute period. The white suspension was stirred for an additional 16 hours after which time 0.99 g (4.02 mmol) of 3-(3-cyclopentoxy-4-methoxyphenyl)-E-propene-1-ald...